From a dataset of the Open Reaction Database (ORD), a public repository of structured organic reaction records. describe an organic reaction: reactants, conditions, products, and yield Reactants: COC(C)(C)C, C1CCOC1, CO, C[Si](C)(C)C#Cc1cnn2c(C(F)(F)F)cc(-c3ccc(C(F)(F)F)cc3)nc12, [K+], [K+], O=C([O-])[O-], O. Product: C#Cc1cnn2c(C(F)(F)F)cc(-c3ccc(C(F)(F)F)cc3)nc12. RXN SMILES: [C:43]([O:44][CH3:45])([CH3:46])([CH3:47])[CH3:48].[CH2:36]1[O:37][CH2:38][CH2:39][CH2:40]1.[CH3:41][OH:42].[F:1][C:2]([c:3]1[cH:4][c:5](-[c:18]2[cH:19][cH:20][c:21]([C:24]([F:25])([F:26])[F:27])[cH:22][cH:23]2)[n:6][c:7]2[n:8]1[n:9][cH:10][c:11]2[C:12]#[C:13][Si:14]([CH3:15])([CH3:16])[CH3:17])([F:28])[F:29].[K+:30].[K+:31].[O-:32][C:33]([O-:34])=[O:35].[OH2:49]>>[F:1][C:2]([c:3]1[cH:4][c:5](-[c:18]2[cH:19][cH:20][c:21]([C:24]([F:25])([F:26])[F:27])[cH:22][cH:23]2)[n:6][c:7]2[n:8]1[n:9][cH:10][c:11]2[C:12]#[CH:13])([F:28])[F:29]. Isolated yield 74.0%. Reported procedure: To a solution of (5-chloro-2,3-dihydro-1-benzofuran-2-yl)methanol (2 g, 11 mmol), KHCO3 (4.32 g, 43 mmol, 4 eq) and TEMPO (20 mg, 0.13 mmol, 0.1 eq) in water (8 ml) and CH3CN (18 ml) was added NaOCl (20 ml, aq. 15%, ˜4 eq) dropwise with stirring at 0° C. and stirred for 1 hour. The mixture was diluted with water (200 ml) and adjusted to pH˜4 with hydrogen chloride (2N). After extraction with ethyl acetate (3×200 ml), the organic layers were combined, washed with brine (200 ml), dried over anhydr... Run at temperature 0 celsius. Product: ClC=1C=CC2=C(CC(O2)C(=O)O)C1 (5-chloro-2,3-dihydro-1-benzofuran-2-carboxylic acid). As a reaction SMILES: [Cl:1][C:2]1[CH:3]=[CH:4][C:5]2[O:9][CH:8]([CH2:10][OH:11])[CH2:7][C:6]=2[CH:12]=1.CC1(C)N([O])C(C)(C)CCC1.[O-:24]Cl.[Na+].Cl>O.CC#N>[Cl:1][C:2]1[CH:3]=[CH:4][C:5]2[O:9][CH:8]([C:10]([OH:24])=[O:11])[CH2:7][C:6]=2[CH:12]=1 |f:2.3,^1:16|. Solvent: O (water), O (water), CC#N (CH3CN). Starting materials: ClC=1C=CC2=C(CC(O2)CO)C1 ((5-chloro-2,3-dihydro-1-benzofuran-2-yl)methanol), KHCO3, CC1(CCCC(N1[O])(C)C)C (TEMPO), [O-]Cl.[Na+] (NaOCl), Cl (hydrogen chloride).